From a dataset of the Open Reaction Database (ORD), a public repository of structured organic reaction records. describe an organic reaction: reactants, conditions, products, and yield Reactants: C(C)(C)(C)OC(=O)N1N=C(C2=CC(=CC=C12)OCC1=CC=CC=C1)C=1N(C2=CC=C(C=C2C1)O)C(=O)OC(C)(C)C (5-benzyloxy-3-(1-tert-butoxycarbonyl-5-hydroxy-1H-indol-2-yl)-indazole-1-carboxylic acid tert-butyl ester), C([O-])([O-])=O.[Cs+].[Cs+] (cesium carbonate), BrC(C)Br (dibromoethane). Yields the product C(C)(C)(C)OC(=O)N1N=C(C2=CC(=CC=C12)OCC1=CC=CC=C1)C=1N(C2=CC=C(C=C2C1)OCCBr)C(=O)OC(C)(C)C (5-benzyloxy-3-[5-(2-bromo-ethoxy)-1-tert-butoxycarbonyl-1H-indol-2-yl]indazole-1-carboxylic acid tert-butyl ester). RXN SMILES: [C:1]([O:5][C:6]([N:8]1[C:16]2[C:11](=[CH:12][C:13]([O:17][CH2:18][C:19]3[CH:24]=[CH:23][CH:22]=[CH:21][CH:20]=3)=[CH:14][CH:15]=2)[C:10]([C:25]2[N:26]([C:35]([O:37][C:38]([CH3:41])([CH3:40])[CH3:39])=[O:36])[C:27]3[C:32]([CH:33]=2)=[CH:31][C:30]([OH:34])=[CH:29][CH:28]=3)=[N:9]1)=[O:7])([CH3:4])([CH3:3])[CH3:2].C(=O)([O-])[O-].[Cs+].[Cs+].[Br:48][CH:49](Br)[CH3:50]>>[C:1]([O:5][C:6]([N:8]1[C:16]2[C:11](=[CH:12][C:13]([O:17][CH2:18][C:19]3[CH:20]=[CH:21][CH:22]=[CH:23][CH:24]=3)=[CH:14][CH:15]=2)[C:10]([C:25]2[N:26]([C:35]([O:37][C:38]([CH3:41])([CH3:40])[CH3:39])=[O:36])[C:27]3[C:32]([CH:33]=2)=[CH:31][C:30]([O:34][CH2:50][CH2:49][Br:48])=[CH:29][CH:28]=3)=[N:9]1)=[O:7])([CH3:4])([CH3:3])[CH3:2] |f:1.2.3|. Reported procedure: 2.22 g of 5-benzyloxy-3-(1-tert-butoxycarbonyl-5-hydroxy-1H-indol-2-yl)-indazole-1-carboxylic acid tert-butyl ester and 7.8 g of cesium carbonate, in 22 ml of dibromoethane, are stirred at 80° C. (temperature of the oil bath) for 48 hours. The reaction mixture is filtered through sintered glass and the solid is rinsed with 20 ml of dichloromethane. The filtrate is concentrated under vacuum. The reaction crude is purified by flash chromatography on 160 g of silica. The eluent is 100% dichlorometh... Starting materials: 551.0, NC1=C2C=C(NC2=CC=C1OC1=C(C=C(C=C1)CC(=O)OC)OC)C (Methyl 2-(4-(4-amino-2-methyl-1H-indol-5-yloxy)-3-methoxyphenyl)acetate), ClC1=C(C=CC(=C1)Cl)S(=O)(=O)Cl (2,4-dichlorobenzenesulfonyl chloride), 549.0, 550.0. Solvent: N1=CC=CC=C1 (pyridine). Conditions: time 30 minute. Yields the product ClC1=C(C=CC(=C1)Cl)S(=O)(=O)NC1=C2C=C(NC2=CC=C1OC1=C(C=C(C=C1)CC(=O)OC)OC)C (Methyl 2-(4-(4-(2,4-dichlorophenylsulfonamido)-2-methyl-1H-indol-5-yloxy)-3-methoxyphenyl)acetate). Reaction SMILES: [NH2:1][C:2]1[C:10]([O:11][C:12]2[CH:17]=[CH:16][C:15]([CH2:18][C:19]([O:21][CH3:22])=[O:20])=[CH:14][C:13]=2[O:23][CH3:24])=[CH:9][CH:8]=[C:7]2[C:3]=1[CH:4]=[C:5]([CH3:25])[NH:6]2.[Cl:26][C:27]1[CH:32]=[C:31]([Cl:33])[CH:30]=[CH:29][C:28]=1[S:34](Cl)(=[O:36])=[O:35]>N1C=CC=CC=1>[Cl:26][C:27]1[CH:32]=[C:31]([Cl:33])[CH:30]=[CH:29][C:28]=1[S:34]([NH:1][C:2]1[C:10]([O:11][C:12]2[CH:17]=[CH:16][C:15]([CH2:18][C:19]([O:21][CH3:22])=[O:20])=[CH:14][C:13]=2[O:23][CH3:24])=[CH:9][CH:8]=[C:7]2[C:3]=1[CH:4]=[C:5]([CH3:25])[NH:6]2)(=[O:36])=[O:35]. Reported procedure: To a room temperature solution of 1.3 (2.22 g, 6.52 mmol) dissolved in pyridine (14 mL) was added 2,4-dichlorobenzenesulfonyl chloride (1.76 g, 7.17 mmol). The resulting red solution was stirred at room temperature for 30 min., after which time LC-MS indicated no 13 remained. The reaction solution was concentrated in vacuo on a rotary evaporator and the concentrate partitioned between ethyl acetate and saturated aqueous sodium bicarbonate solution. The organic separation was washed with water th... Reactants: O=C1CCc2ccc(Br)cc21, O=C([O-])[O-], CCS(=O)(=O)N1CCC(c2c[nH]c3c(C(N)=O)cc(B4OC(C)(C)C(C)(C)O4)cc23)CC1, [K+], [K+], C1COCCO1, O. The product is CCS(=O)(=O)N1CCC(c2c[nH]c3c(C(N)=O)cc(-c4ccc5c(c4)C(=O)CC5)cc23)CC1. RXN SMILES: [Br:33][c:34]1[cH:35][cH:36][c:37]2[c:41]([cH:42]1)[C:40](=[O:43])[CH2:39][CH2:38]2.[C:44](=[O:45])([O-:46])[O-:47].[CH2:1]([CH3:2])[S:3](=[O:4])(=[O:5])[N:6]1[CH2:7][CH2:8][CH:9]([c:12]2[cH:13][nH:14][c:15]3[c:16]([C:30](=[O:31])[NH2:32])[cH:17][c:18]([B:21]4[O:22][C:23]([CH3:24])([CH3:25])[C:26]([CH3:27])([CH3:28])[O:29]4)[cH:19][c:20]23)[CH2:10][CH2:11]1.[K+:48].[K+:49].[O:50]1[CH2:51][CH2:52][O:53][CH2:54][CH2:55]1.[OH2:56]>>[CH2:1]([CH3:2])[S:3](=[O:4])(=[O:5])[N:6]1[CH2:7][CH2:8][CH:9]([c:12]2[cH:13][nH:14][c:15]3[c:16]([C:30](=[O:31])[NH2:32])[cH:17][c:18](-[c:34]4[cH:35][cH:36][c:37]5[c:41]([cH:42]4)[C:40](=[O:43])[CH2:39][CH2:38]5)[cH:19][c:20]23)[CH2:10][CH2:11]1. Reactants: ClC1=C2C(=NC=C1C#N)C=CS2 (7-chlorothieno[3,2-b]pyridine-6-carbonitrile), ClC1=C(C=CC(=C1)Cl)S (2,4-dichlorothiophenol). The solvent is CN(C=O)C (N,N-dimethylformamide). Conditions: time 1 hour. Product: ClC1=C(C=CC(=C1)Cl)SC1=C2C(=NC=C1C#N)C=CS2 (7-[(2,4-dichlorophenyl)thio]thieno[3,2-b]pyridine-6-carbonitrile). Yield: 71.7%. RXN SMILES: Cl[C:2]1[C:7]([C:8]#[N:9])=[CH:6][N:5]=[C:4]2[CH:10]=[CH:11][S:12][C:3]=12.[Cl:13][C:14]1[CH:19]=[C:18]([Cl:20])[CH:17]=[CH:16][C:15]=1[SH:21]>CN(C)C=O>[Cl:13][C:14]1[CH:19]=[C:18]([Cl:20])[CH:17]=[CH:16][C:15]=1[S:21][C:2]1[C:7]([C:8]#[N:9])=[CH:6][N:5]=[C:4]2[CH:10]=[CH:11][S:12][C:3]=12. Reported procedure: A mixture of 7-chlorothieno[3,2-b]pyridine-6-carbonitrile (200 mg, 1.03 mmol) and 2,4-dichlorothiophenol (202.9 mg, 1.13 mmol) in 5 mL of N,N-dimethylformamide is stirred at room temperature for 1 hour, and then concentrated in vacuo. The resulting residue is treated with water and stirred for 1 hour. The precipitate is filtered, washed with water, air dried, and then purified by flash column chromatography eluting with a gradient of 5% ethyl acetate in hexane to 20% ethyl acetate in hexane to p... Starting materials: ClC1=NC2=CC=C(C(=C2C=C1)F)O (2-Chloro-5-fluoroquinolin-6-ol), ClC1=NC2=CC=C(C(=C2C=C1)F)O (2-Chloro-5-fluoroquinolin-6-ol), B(O)(O)C1=C(C=C(C(=O)O)C=C1)C (4-borono-3-methylbenzoic acid). Product: FC1=C2C=CC(=NC2=CC=C1O)C1=C(C=C(C(=O)O)C=C1)C (4-(5-fluoro-6-hydroxyquinolin-2-yl)-3-methylbenzoic acid). Reaction SMILES: Cl[C:2]1[CH:11]=[CH:10][C:9]2[C:4](=[CH:5][CH:6]=[C:7]([OH:13])[C:8]=2[F:12])[N:3]=1.B([C:17]1[CH:25]=[CH:24][C:20]([C:21]([OH:23])=[O:22])=[CH:19][C:18]=1[CH3:26])(O)O>>[F:12][C:8]1[C:7]([OH:13])=[CH:6][CH:5]=[C:4]2[C:9]=1[CH:10]=[CH:11][C:2]([C:17]1[CH:25]=[CH:24][C:20]([C:21]([OH:23])=[O:22])=[CH:19][C:18]=1[CH3:26])=[N:3]2. Reported procedure: Followed the procedure described for Example 70, starting from 2-chloro-5-fluoroquinolin-6-ol (Intermediate 16) and 4-borono-3-methylbenzoic acid. 1H-NMR (DMSO-d6, 300 MHz, TMS): δ 13.03 (b, 1H), 10.47 (b, 1H), 8.43 (d, 1H), 7.93 (s, 1H), 7.90 (d, 1H), 7.78 (d, 1H), 7.72 (d, 1H), 7.62 (d, 1H), 7.52 (t, 1H), 2.43 (s, 3H). MS (ESI): m/z=296.38 [M−1]−. Starting materials: O=c1cc(CBr)c2ccccc2[nH]1, CCO, CC[O-], CCOC(=O)C(NC(=O)c1ccc(Cl)cc1)C(=O)OCC, [Na+]. The product is CCOC(=O)C(Cc1cc(=O)[nH]c2ccccc12)(NC(=O)c1ccc(Cl)cc1)C(=O)OCC. RXN SMILES: [Br:26][CH2:27][c:28]1[cH:29][c:30](=[O:38])[nH:31][c:32]2[cH:33][cH:34][cH:35][cH:36][c:37]12.[CH2:39]([OH:40])[CH3:41].[CH3:2][CH2:3][O-:4].[Cl:5][c:6]1[cH:7][cH:8][c:9]([C:10](=[O:11])[NH:12][CH:13]([C:14](=[O:15])[O:16][CH2:17][CH3:18])[C:19](=[O:20])[O:21][CH2:22][CH3:23])[cH:24][cH:25]1.[Na+:1]>>[Cl:5][c:6]1[cH:7][cH:8][c:9]([C:10](=[O:11])[NH:12][C:13]([C:14](=[O:15])[O:16][CH2:17][CH3:18])([C:19](=[O:20])[O:21][CH2:22][CH3:23])[CH2:27][c:28]2[cH:29][c:30](=[O:38])[nH:31][c:32]3[cH:33][cH:34][cH:35][cH:36][c:37]23)[cH:24][cH:25]1. Starting materials: C1(C=2C(C(N1)=O)=CC=CC2)=O (Phthalimide), O.NN (hydrazine monohydrate), O (water). The product is NN1C(C=2C(C1=O)=CC=CC2)=O (N-aminophthalimide). Reaction conditions: time 2 minute. Reaction SMILES: [C:1]1(=[O:11])[NH:5][C:4](=[O:6])[C:3]2=[CH:7][CH:8]=[CH:9][CH:10]=[C:2]12.O.[NH2:13]N.O>C(O)C>[NH2:13][N:5]1[C:1](=[O:11])[C:2]2=[CH:10][CH:9]=[CH:8][CH:7]=[C:3]2[C:4]1=[O:6] |f:1.2|. Yield: 42.0%. Procedure details: Phthalimide powder was added to a solution of hydrazine monohydrate (28.9 mL, 462.4 mmol) in ethanol (415 mL). The resulting solution was stirred at room temperature for 2 minutes and then stirred under reflux for 8 minutes. The resulting mixture was added to icy water to precipitate solid. The resulting solid was filtered, collected, washed with a small volume of water, and then dried in vacuum. The target compound was yielded as white solid (29.5 g, 182.1 mmol, 42% yield). Solvent: C(C)O (ethanol).